From a dataset of the Open Reaction Database (ORD), a public repository of structured organic reaction records. describe an organic reaction: reactants, conditions, products, and yield Starting materials: BrC1=CC(=C(N)C=C1)[N+](=O)[O-] (4-bromo-2-nitroaniline), Cl[Sn]Cl (SnCl2), [OH-].[Na+] (NaOH). The solvent is CCO (EtOH). Product: BrC=1C=C(C(=CC1)N)N (4-Bromobenzene-1,2-diamine). Reaction SMILES: [Br:1][C:2]1[CH:8]=[CH:7][C:5]([NH2:6])=[C:4]([N+:9]([O-])=O)[CH:3]=1.Cl[Sn]Cl.[OH-].[Na+]>CCO>[Br:1][C:2]1[CH:3]=[C:4]([NH2:9])[C:5]([NH2:6])=[CH:7][CH:8]=1 |f:2.3|. Reported procedure: A solution of 4-bromo-2-nitroaniline (1.0 eq) and SnCl2(2.2 eq) in EtOH was heated at reflux for 3 hours. After this time, the solution was poured onto ice, brought to pH 10 with 2M NaOH and extracted with Et2O. The combined organic layers were dried over MgSO4 and concentrated. The resulting brown oil was purified by silica gel chromatography (0-50% EtOAc:hexanes) to provide a light yellow solid. LC/MS m/z 187.1 (MH+), Rf 1.33 minutes. Starting materials: [H-].[Al+3].[Li+].[H-].[H-].[H-] (lithium aluminium hydride), C(CCCC)[C@@H]1CC[C@H](CC1)C(=O)O (trans-4-pentylcyclohexanecarboxylic acid), Cl (hydrochloric acid). The solvent is O1CCCC1 (tetrahydrofuran), O1CCCC1 (tetrahydrofuran). Yields the product C(CCCC)[C@@H]1CC[C@H](CC1)CO ((trans-4-pentylcyclohexyl)methanol). Yield: 96.0%. Reaction SMILES: [H-].[Al+3].[Li+].[H-].[H-].[H-].[CH2:7]([C@H:12]1[CH2:17][CH2:16][C@H:15]([C:18](O)=[O:19])[CH2:14][CH2:13]1)[CH2:8][CH2:9][CH2:10][CH3:11].Cl>O1CCCC1>[CH2:7]([C@H:12]1[CH2:13][CH2:14][C@H:15]([CH2:18][OH:19])[CH2:16][CH2:17]1)[CH2:8][CH2:9][CH2:10][CH3:11] |f:0.1.2.3.4.5|. Procedure: 3.79 g of lithium aluminium hydride were placed in 100 ml of absolute tetrahydrofuran under argon gasification and treated within 30 minutes with a solution of 19.83 g of trans-4-pentylcyclohexanecarboxylic acid in 100 ml of absolute tetrahydrofuran. After completion of the addition, the mixture was heated to reflux for 1 hour, then cautiously added to 200 ml of 2N hydrochloric acid and extracted three times with 100 ml of diethyl ether each time. The organic phases were washed with 100 ml of sa... The reactants are CC1=C(C(=O)O)C=CC(=C1)\C=C\C1=CC=2C(CC(C(C2C=C1CBr)(C)C)=O)(C)C (methyl-4-[(E)-2-(5,5,8,8-tetramethyl-3-bromomethyl-6-oxo -5,6,7,8-tetrahydro-naphthalen-2-yl)vinyl]-benzoic acid), N1N=CC=C1 (pyrazole). Solvent: CN1CCCC1 (N-methylpyrrolidine), [Cl-].[Na+].O (brine). Conditions: time 2 hour. Yields the product CC1=C(C(=O)O)C=CC(=C1)\C=C\C1=CC=2C(CC(C(C2C=C1CN1N=CC=C1)(C)C)=O)(C)C (Methyl-4-[(E)-2-(5,5,8,8-tetramethyl-3-pyrazol-1-ylmethyl-6-oxo -5,6,7,8-tetrahydro-naphthalen-2-yl)vinyl]-benzoic acid). Yield: 72.9%. As a reaction SMILES: [CH3:1][C:2]1[CH:10]=[C:9](/[CH:11]=[CH:12]/[C:13]2[C:22]([CH2:23]Br)=[CH:21][C:20]3[C:19]([CH3:26])([CH3:25])[C:18](=[O:27])[CH2:17][C:16]([CH3:29])([CH3:28])[C:15]=3[CH:14]=2)[CH:8]=[CH:7][C:3]=1[C:4]([OH:6])=[O:5].[NH:30]1[CH:34]=[CH:33][CH:32]=[N:31]1>CN1CCCC1.[Cl-].[Na+].O>[CH3:1][C:2]1[CH:10]=[C:9](/[CH:11]=[CH:12]/[C:13]2[C:22]([CH2:23][N:30]3[CH:34]=[CH:33][CH:32]=[N:31]3)=[CH:21][C:20]3[C:19]([CH3:26])([CH3:25])[C:18](=[O:27])[CH2:17][C:16]([CH3:29])([CH3:28])[C:15]=3[CH:14]=2)[CH:8]=[CH:7][C:3]=1[C:4]([OH:6])=[O:5] |f:3.4.5|. Procedure details: A solution of 1.0 g (2.2 mmol) of methyl-4-[(E)-2-(5,5,8,8-tetramethyl-3-bromomethyl-6-oxo -5,6,7,8-tetrahydro-naphthalen-2-yl)vinyl]-benzoic acid and 0.6 g (8.8 mmol) of pyrazole in 15 ml of N-methylpyrrolidine was heated at 100°. After 2 h, the reaction mixture was cooled to room temperature, poured into brine, extracted with ethyl acetate, washed with brine and dried over sodium sulfate. The organic solution was adsorbed onto silica gel and purified by flash chromatography (gradient elution: ...